From a dataset of the Open Reaction Database (ORD), a public repository of structured organic reaction records. describe an organic reaction: reactants, conditions, products, and yield Reactants: Cl.O1CCOCC1 (HCl dioxane), N1=C(C=CC=C1)N1C(=NC=2C1=NC=CC2)[C@H](C)N ((S)-1-(3-pyridin-2-yl-3H-imidazo[4,5-b]pyridin-2-yl)ethylamine), ClC1=C2N=CN(C2=NC=N1)C1OCCCC1 (6-chloro-9-(tetrahydropyran-2-yl)-9H-purine), CCN(C(C)C)C(C)C (DIPEA). Solvent: CC(C)O (IPA). Run at temperature 90 celsius, time 16 hour. Yields the product N1=CN=C2NC=NC2=C1N[C@@H](C)C1=NC=2C(=NC=CC2)N1C1=NC=CC=C1 ((9H-Purin-6-yl)-[(S)-1-(3-pyridin-2-yl-3H-imidazo[4,5-b]pyridin-2-yl)-ethyl]-amine). The yield is 79.9%. RXN SMILES: [N:1]1[CH:6]=[CH:5][CH:4]=[CH:3][C:2]=1[N:7]1[C:11]2=[N:12][CH:13]=[CH:14][CH:15]=[C:10]2[N:9]=[C:8]1[C@@H:16]([NH2:18])[CH3:17].Cl[C:20]1[N:28]=[CH:27][N:26]=[C:25]2[C:21]=1[N:22]=[CH:23][N:24]2C1CCCCO1.CCN(C(C)C)C(C)C.Cl.O1CCOCC1>CC(O)C>[N:28]1[C:20]([NH:18][C@H:16]([C:8]2[N:7]([C:2]3[CH:3]=[CH:4][CH:5]=[CH:6][N:1]=3)[C:11]3=[N:12][CH:13]=[CH:14][CH:15]=[C:10]3[N:9]=2)[CH3:17])=[C:21]2[C:25]([NH:24][CH:23]=[N:22]2)=[N:26][CH:27]=1 |f:3.4|. Procedure: A mixture of (S)-1-(3-pyridin-2-yl-3H-imidazo[4,5-b]pyridin-2-yl)ethylamine (0.134 g, 0.56 mmol), 6-chloro-9-(tetrahydropyran-2-yl)-9H-purine (0.186 g, 0.78 mmol) and DIPEA (0.18 mL, 1.01 mmol) in IPA (2 mL) was stirred at 90° C. in a sealed tube for 16 h. The resulting mixture was concentrated in vacuo and residue was purified by chromatography (SiO2, 0-10% (2M ammonia in methanol) in DCM). The product was dissolved in methanol and treated with HCl/dioxane (4M, 1.0 mL, 4.00 mol) and stirred for... The reactants are alcohol, O([Si](C)(C)C(C)(C)C)CCC1OC2=C(NC1=O)C=CC=C2 (2-(2-tert-butyldimethylsiloxyethyl)-3,4-dihydro-3-oxo-2H-1,4-benzoxazine), [N+](=O)([O-])C=1C=C(CCl)C=CC1 (3-nitrobenzyl chloride). The product is OCCC1OC2=C(N(C1=O)CC1=CC(=CC=C1)[N+](=O)[O-])C=CC=C2 (3,4-Dihydro-2-(2-hydroxyethyl)-4-(3-nitrobenzyl)-3-oxo-2H-1,4-benzoxazine). As a reaction SMILES: [O:1]([CH2:9][CH2:10][CH:11]1[C:16](=[O:17])[NH:15][C:14]2[CH:18]=[CH:19][CH:20]=[CH:21][C:13]=2[O:12]1)[Si](C(C)(C)C)(C)C.[N+:22]([C:25]1[CH:26]=[C:27]([CH:30]=[CH:31][CH:32]=1)[CH2:28]Cl)([O-:24])=[O:23]>>[OH:1][CH2:9][CH2:10][CH:11]1[C:16](=[O:17])[N:15]([CH2:28][C:27]2[CH:30]=[CH:31][CH:32]=[C:25]([N+:22]([O-:24])=[O:23])[CH:26]=2)[C:14]2[CH:18]=[CH:19][CH:20]=[CH:21][C:13]=2[O:12]1. Procedure details: The intermediate silyl protected alcohol was prepared from 2-(2-tert-butyldimethylsiloxyethyl)-3,4-dihydro-3-oxo-2H-1,4-benzoxazine by Method F, alkylating with 3-nitrobenzyl chloride. Deprotection to the indicated product was carried out by method I. The reactants are BrC=1SC2=C(N1)C=C(C(=C2C2=CC=C(C=C2)Cl)[C@@H](C(=O)OC)OC(C)(C)C)C ((S)-methyl 2-(2-bromo-7-(4-chlorophenyl)-5-methylbenzo[d]thiazol-6-yl)-2-tert-butoxyacetate), [Cl-].[Li+] (lithium chloride), C(C)(C)N1CCN(CC1)C1=NC(=CN=C1)[Sn](CCCC)(CCCC)CCCC (2-(4-isopropylpiperazin-1-yl)-6-(tributylstannyl)pyrazine). The reagents and catalysts are C=1C=CC(=CC1)[P](C=2C=CC=CC2)(C=3C=CC=CC3)[Pd]([P](C=4C=CC=CC4)(C=5C=CC=CC5)C=6C=CC=CC6)([P](C=7C=CC=CC7)(C=8C=CC=CC8)C=9C=CC=CC9)[P](C=1C=CC=CC1)(C=1C=CC=CC1)C=1C=CC=CC1 (tetrakis(triphenylphosphine)palladium(0)), [Cu]I (copper(I) iodide). Solvent: O1CCOCC1 (dioxane). Conditions: temperature 100 celsius, time 4.5 hour. Product: C(C)(C)(C)O[C@H](C(=O)OC)C1=C(C2=C(N=C(S2)C2=NC(=CN=C2)N2CCN(CC2)C(C)C)C=C1C)C1=CC=C(C=C1)Cl ((S)-methyl 2-tert-butoxy-2-(7-(4-chlorophenyl)-2-(6-(4-isopropylpiperazin-1-yl)pyrazin-2-yl)-5-methylbenzo[d]thiazol-6-yl)acetate). Reaction SMILES: Br[C:2]1[S:3][C:4]2[C:10]([C:11]3[CH:16]=[CH:15][C:14]([Cl:17])=[CH:13][CH:12]=3)=[C:9]([C@H:18]([O:23][C:24]([CH3:27])([CH3:26])[CH3:25])[C:19]([O:21][CH3:22])=[O:20])[C:8]([CH3:28])=[CH:7][C:5]=2[N:6]=1.[Cl-].[Li+].[CH:31]([N:34]1[CH2:39][CH2:38][N:37]([C:40]2[CH:45]=[N:44][CH:43]=[C:42]([Sn](CCCC)(CCCC)CCCC)[N:41]=2)[CH2:36][CH2:35]1)([CH3:33])[CH3:32]>O1CCOCC1.C1C=CC([P]([Pd]([P](C2C=CC=CC=2)(C2C=CC=CC=2)C2C=CC=CC=2)([P](C2C=CC=CC=2)(C2C=CC=CC=2)C2C=CC=CC=2)[P](C2C=CC=CC=2)(C2C=CC=CC=2)C2C=CC=CC=2)(C2C=CC=CC=2)C2C=CC=CC=2)=CC=1.[Cu]I>[C:24]([O:23][C@@H:18]([C:9]1[C:8]([CH3:28])=[CH:7][C:5]2[N:6]=[C:2]([C:42]3[CH:43]=[N:44][CH:45]=[C:40]([N:37]4[CH2:38][CH2:39][N:34]([CH:31]([CH3:33])[CH3:32])[CH2:35][CH2:36]4)[N:41]=3)[S:3][C:4]=2[C:10]=1[C:11]1[CH:16]=[CH:15][C:14]([Cl:17])=[CH:13][CH:12]=1)[C:19]([O:21][CH3:22])=[O:20])([CH3:27])([CH3:26])[CH3:25] |f:1.2,^1:68,70,89,108|. Procedure: (S)-methyl 2-(2-bromo-7-(4-chlorophenyl)-5-methylbenzo[d]thiazol-6-yl)-2-tert-butoxyacetate (60.0 mg, 0.124 mmol), tetrakis(triphenylphosphine)palladium(0) (21.5 mg, 0.019 mmol), lithium chloride (15.8 mg, 0.373 mmol), and copper(I) iodide (7.1 mg, 0.037 mmol) were taken in a microwave vial and the vial vacuum pumped and flushed with argon three times. To this mixture was added 2-(4-isopropylpiperazin-1-yl)-6-(tributylstannyl)pyrazine (73.9 mg, 0.149 mmol) in dioxane (1.5 mL), and the resulting ... The reactants are C(=O)(C=1NC=CN1)C=1NC=CN1 (carbonyl diimidazole), CN1CCN(CC1)C1=C2C=C(NC2=CC=C1)C(=O)O (4-(4-Methylpiperazin-1 yl)indole-2-carboxylic acid), FC1=CC=C(C=C1)O (4-fluorophenol), [H-].[Na+] (sodium hydride). Run in C(C)(=O)OCC (Ethyl acetate), O1CCCC1 (tetrahydrofuran), O1CCCC1 (tetrahydrofuran). Run at time 12 hour. The product is CN1CCN(CC1)C1=C2C=C(NC2=CC=C1)C(=O)OC1=CC=C(C=C1)F (4-methyl-1-(2-(4-fluorophenoxycarbonyl)-1H-indol-4-yl)piperazine). The yield is 24.8%. Reaction SMILES: C(C1NC=CN=1)(C1NC=CN=1)=O.[CH3:13][N:14]1[CH2:19][CH2:18][N:17]([C:20]2[CH:28]=[CH:27][CH:26]=[C:25]3[C:21]=2[CH:22]=[C:23]([C:29]([OH:31])=[O:30])[NH:24]3)[CH2:16][CH2:15]1.[F:32][C:33]1[CH:38]=[CH:37][C:36](O)=[CH:35][CH:34]=1.[H-].[Na+]>O1CCCC1.C(OCC)(=O)C>[CH3:13][N:14]1[CH2:19][CH2:18][N:17]([C:20]2[CH:28]=[CH:27][CH:26]=[C:25]3[C:21]=2[CH:22]=[C:23]([C:29]([O:31][C:36]2[CH:37]=[CH:38][C:33]([F:32])=[CH:34][CH:35]=2)=[O:30])[NH:24]3)[CH2:16][CH2:15]1 |f:3.4|. Reported procedure: A solution of carbonyl diimidazole (0.95 g, 5.86 mmol, 2.1 equivalents) and 4-(4-Methylpiperazin-1 yl)indole-2-carboxylic acid (0.710 g, 2.74 mmol) in anhydrous tetrahydrofuran (5 mL) was heated at 50° C. under nitrogen for 5 hours. The reaction was cooled to room temperature, and a preformed solution of 4-fluorophenol (2.90 g, 25.9 mmol, 9.4 equivalents) and sodium hydride (60% in oil, 1.17 g, 29.2 mmol, 10,7 equivalents) in anhydrous tetrahydrofuran (15 mL) was added rapidly. The resulting rea... Reactants: Oc1ccc2cc(-c3csc(-c4ccccc4)n3)ccc2c1Br, N#CCBr, O=C([O-])[O-], CC(C)=O, [Cs+], [Cs+]. Yields the product N#CCOc1ccc2cc(-c3csc(-c4ccccc4)n3)ccc2c1Br. RXN SMILES: [Br:1][c:2]1[c:3]([OH:23])[cH:4][cH:5][c:6]2[cH:7][c:8](-[c:12]3[n:13][c:14](-[c:17]4[cH:18][cH:19][cH:20][cH:21][cH:22]4)[s:15][cH:16]3)[cH:9][cH:10][c:11]12.[Br:24][CH2:25][C:26]#[N:27].[C:28](=[O:29])([O-:30])[O-:31].[CH3:34][C:35](=[O:36])[CH3:37].[Cs+:32].[Cs+:33]>>[Br:1][c:2]1[c:3]([O:23][CH2:25][C:26]#[N:27])[cH:4][cH:5][c:6]2[cH:7][c:8](-[c:12]3[n:13][c:14](-[c:17]4[cH:18][cH:19][cH:20][cH:21][cH:22]4)[s:15][cH:16]3)[cH:9][cH:10][c:11]12. The reactants are [H][H] (hydrogen), Cl.C(C)(=O)OC1=C2C=CN=C(C2=CC(=C1)OC(C)=O)CC1=CC(=C(C(=C1)OC)OC)OC (5,7-diacetoxy-1-(3,4,5-trimethoxybenzyl)-isoquinoline hydrochloride), [H][H] (hydrogen). Reagents/catalysts: [Pt](=O)=O (platinum dioxide). The solvent is C(C)O (ethanol). Conditions: temperature 50 celsius. Product: Cl.OC1=C2CCNC(C2=CC(=C1)O)CC1=CC(=C(C(=C1)OC)OC)OC (5,7-dihydroxy-1-(3,4,5-trimethoxybenzyl)-1,2,3,4-tetrahydroisoquinoline hydrochloride). Yield: 93.0%. RXN SMILES: [ClH:1].C([O:5][C:6]1[CH:15]=[C:14]([O:16]C(=O)C)[CH:13]=[C:12]2[C:7]=1[CH:8]=[CH:9][N:10]=[C:11]2[CH2:20][C:21]1[CH:26]=[C:25]([O:27][CH3:28])[C:24]([O:29][CH3:30])=[C:23]([O:31][CH3:32])[CH:22]=1)(=O)C.[H][H]>C(O)C.[Pt](=O)=O>[ClH:1].[OH:5][C:6]1[CH:15]=[C:14]([OH:16])[CH:13]=[C:12]2[C:7]=1[CH2:8][CH2:9][NH:10][CH:11]2[CH2:20][C:21]1[CH:26]=[C:25]([O:27][CH3:28])[C:24]([O:29][CH3:30])=[C:23]([O:31][CH3:32])[CH:22]=1 |f:0.1,5.6|. Procedure: 0.78 g of 5,7-diacetoxy-1-(3,4,5-trimethoxybenzyl)-isoquinoline hydrochloride is dissolved in 200 ml of ethanol, and 0.3 g of platinum dioxide is added thereto. The mixture is shaken at 25° C in a hydrogen atmosphere. After the hydrogen uptake is completed, the catalyst is removed by filtration. 50 ml of a hydrochloric acid-ethanol solution (the content of hydrochloric acid: 9%) are added to the filtrate, and this mixture is heated at 50° C for 5 minutes. Then, the mixture is evaporated to remov... The reactants are C1CCOC1, CC(C)=O, CCOC(=O)c1ccc(Cl)cc1, Cl, [H-], [Na+]. The product is CC(=O)CC(=O)c1ccc(Cl)cc1. RXN SMILES: [CH2:20]1[O:21][CH2:22][CH2:23][CH2:24]1.[CH3:15][C:16]([CH3:17])=[O:18].[Cl:1][c:2]1[cH:3][cH:4][c:5]([C:6]([O:8][CH2:7][CH3:9])=[O:10])[cH:11][cH:12]1.[ClH:19].[H-:14].[Na+:13]>>[Cl:1][c:2]1[cH:3][cH:4][c:5]([C:6](=[O:8])[CH2:15][C:16]([CH3:17])=[O:18])[cH:11][cH:12]1. Reactants: solution, CC(C)([O-])C.[K+] (potassium t-butoxide), solution, C(=O)C=1C=C(C=CC1)[C@@H](CCC1=C(C=CC=C1)C(C)(C)O)SCC1(CC1)CC(=O)OC (Methyl 1-(((1(R)-(3-formylphenyl)-3-(2-(1-hydroxy-1-methylethyl)phenyl)propyl)thio)methyl)cyclopropaneacetate), [Cl-].BrC1=CSC=2C1=NC(=CC2)C[P+](C2=CC=CC=C2)(C2=CC=CC=C2)C2=CC=CC=C2 (((3-Bromothieno[3,2-b]pyridin-5-yl)methyl)triphenylphosphonium chloride). The solvent is C1CCOC1 (THF). Conditions: time 20 minute. Product: BrC1=CSC=2C1=NC(=CC2)C=CC=2C=C(C=CC2)[C@@H](CCC2=C(C=CC=C2)C(C)(C)O)SCC2(CC2)CC(=O)OC (Methyl 1-(((1(R)-(3-(2-(3-bromothieno[3,2-b]pyridin-5-yl)-ethenyl)phenyl)-3-(2-(1-hydroxy-1-methylethyl)phenyl)propyl)thio)methyl)cyclopropaneacetate). RXN SMILES: CC(C)([O-])C.[K+].[Cl-].[Br:8][C:9]1[C:13]2=[N:14][C:15]([CH2:18][P+](C3C=CC=CC=3)(C3C=CC=CC=3)C3C=CC=CC=3)=[CH:16][CH:17]=[C:12]2[S:11][CH:10]=1.[CH:38]([C:40]1[CH:41]=[C:42]([C@H:46]([S:59][CH2:60][C:61]2([CH2:64][C:65]([O:67][CH3:68])=[O:66])[CH2:63][CH2:62]2)[CH2:47][CH2:48][C:49]2[CH:54]=[CH:53][CH:52]=[CH:51][C:50]=2[C:55]([OH:58])([CH3:57])[CH3:56])[CH:43]=[CH:44][CH:45]=1)=O>C1COCC1>[Br:8][C:9]1[C:13]2=[N:14][C:15]([CH:18]=[CH:38][C:40]3[CH:41]=[C:42]([C@H:46]([S:59][CH2:60][C:61]4([CH2:64][C:65]([O:67][CH3:68])=[O:66])[CH2:62][CH2:63]4)[CH2:47][CH2:48][C:49]4[CH:54]=[CH:53][CH:52]=[CH:51][C:50]=4[C:55]([OH:58])([CH3:57])[CH3:56])[CH:43]=[CH:44][CH:45]=3)=[CH:16][CH:17]=[C:12]2[S:11][CH:10]=1 |f:0.1,2.3|. Procedure: A 1 molar solution of potassium t-butoxide (0.57 mL, 0.57 mmol) was added to a -78° C. suspension of the phosphonium salt (0.290 g, 0.55 mmol) of Step 4, in 3 mL of THF. The temperature was brought to 0° C. for 20 min then lowered back to -78° C. followed by the addition of a 0.5 molar solution of methyl 1-(((1(R)-(3-formylphenyl)3-(2-(1-hydroxy-1-methylethyl)phenyl)propyl)thio)methyl)cyclopropaneacetate (1.47 mL, 0.44 mmol) of Step 17 of Example 1. The bath was brought to 0° C. for 1 hr and the... Reactants: [BH4-], CCO, O=C1CC2C3CCC(C3)C2C1, [Na+]. The product is OC1CC2C3CCC(C3)C2C1. As a reaction SMILES: [BH4-:12].[CH3:14][CH2:15][OH:16].[CH:1]12[CH:2]3[CH2:3][C:4](=[O:11])[CH2:5][CH:6]3[CH:7]([CH2:8][CH2:9]1)[CH2:10]2.[Na+:13]>>[CH:1]12[CH:2]3[CH2:3][CH:4]([OH:11])[CH2:5][CH:6]3[CH:7]([CH2:8][CH2:9]1)[CH2:10]2. Procedure details: The title compound was prepared according to the procedure of Example 3B substituting the product of Example 34A for the product of Example 3A (0.025 g, 20%). 1H NMR (300 MHz, CDCl3) δ 1.74 (m, 12H), 2.04 (s, 3H), 3.65 (d, J=5.88 Hz, 2H), 6.91 (dd, J=7.72, 5.52 Hz, 1H), 8.51 (d, J=4.78 Hz, 1H), 8.77 (d, J=7.72 Hz, 1H). RXN SMILES: [C:1]12([CH2:11][NH:12][C:13]3[N:21]=[CH:20][CH:19]=[CH:18][C:14]=3[C:15]([OH:17])=[O:16])[CH2:10][CH:5]3[CH2:6][CH:7]([CH2:9][CH:3]([CH2:4]3)[CH2:2]1)[CH2:8]2.C(C(CC)CNC1N=CC=CC=1[C:29](OCC)=[O:30])C>>[C:1]12([CH2:11][N:12]3[C:13]4[N:21]=[CH:20][CH:19]=[CH:18][C:14]=4[C:15](=[O:17])[O:16][C:29]3=[O:30])[CH2:8][CH:7]3[CH2:9][CH:3]([CH2:4][CH:5]([CH2:6]3)[CH2:10]1)[CH2:2]2. Starting materials: C12(CC3CC(CC(C1)C3)C2)CNC2=C(C(=O)O)C=CC=N2 (2-[(1-adamantylmethyl)amino]nicotinic acid), C(C)C(CNC1=C(C(=O)OCC)C=CC=N1)CC (ethyl 2-[(2-ethylbutyl)amino]nicotinate). Product: C12(CC3CC(CC(C1)C3)C2)CN2C(OC(C3=C2N=CC=C3)=O)=O (1-(1-adamantylmethyl)-2H-pyrido[2,3-d][1,3]oxazine-2,4(1H)-dione).